This data is from the Open Reaction Database (ORD), a public repository of structured organic reaction records. The task is: describe an organic reaction: reactants, conditions, products, and yield Reactants: CC(=O)N1CCc2c(sc(CCCl)c2C)C1, Cl, Fc1ccc2c(C3CCNCC3)csc2c1. Product: CC(=O)N1CCc2c(sc(CCN3CCC(c4csc5cc(F)ccc45)CC3)c2C)C1. RXN SMILES: [C:1]([CH3:2])(=[O:3])[N:4]1[CH2:5][c:6]2[c:7]([c:10]([CH3:16])[c:11]([CH2:13][CH2:14][Cl:15])[s:12]2)[CH2:8][CH2:9]1.[ClH:17].[F:18][c:19]1[cH:20][cH:21][c:22]2[c:23]([s:24][cH:25][c:26]2[CH:27]2[CH2:28][CH2:29][NH:30][CH2:31][CH2:32]2)[cH:33]1>>[C:1]([CH3:2])(=[O:3])[N:4]1[CH2:5][c:6]2[c:7]([c:10]([CH3:16])[c:11]([CH2:13][CH2:14][N:30]3[CH2:29][CH2:28][CH:27]([c:26]4[c:22]5[cH:21][cH:20][c:19]([F:18])[cH:33][c:23]5[s:24][cH:25]4)[CH2:32][CH2:31]3)[s:12]2)[CH2:8][CH2:9]1.